Dataset: the Open Reaction Database (ORD), a public repository of structured organic reaction records. Task: describe an organic reaction: reactants, conditions, products, and yield The reactants are CCc1cc(Oc2ccc(S(C)(=O)=O)nc2)ccc1N, CCOC(=O)C(C)C(C)=O, CCO, Cl, [K+], O=N[O-], [Na+], [OH-], O. Product: CCOC(=O)C(C)=NNc1ccc(Oc2ccc(S(C)(=O)=O)nc2)cc1CC. As a reaction SMILES: [CH2:1]([CH3:2])[c:3]1[c:4]([NH2:5])[cH:6][cH:7][c:8]([O:10][c:11]2[cH:12][n:13][c:14]([S:17](=[O:18])(=[O:19])[CH3:20])[cH:15][cH:16]2)[cH:9]1.[CH3:26][CH:27]([C:28](=[O:29])[O:30][CH2:31][CH3:32])[C:33]([CH3:34])=[O:35].[CH3:39][CH2:40][OH:41].[ClH:21].[K+:37].[N:22]([O-:23])=[O:24].[Na+:25].[OH-:36].[OH2:38]>>[CH2:1]([CH3:2])[c:3]1[c:4]([NH:5][N:22]=[C:27]([CH3:26])[C:28](=[O:29])[O:30][CH2:31][CH3:32])[cH:6][cH:7][c:8]([O:10][c:11]2[cH:12][n:13][c:14]([S:17](=[O:18])(=[O:19])[CH3:20])[cH:15][cH:16]2)[cH:9]1. Reactants: BrCC1CC1, CCc1cc2c(C(F)(F)F)c(C#N)ccc2[nH]1, CCOCC, CN(C)C=O, O. Product: CCc1cc2c(C(F)(F)F)c(C#N)ccc2n1CC1CC1. Reaction SMILES: [Br:18][CH2:19][CH:20]1[CH2:21][CH2:22]1.[CH2:1]([CH3:2])[c:3]1[nH:4][c:5]2[cH:6][cH:7][c:8]([C:16]#[N:17])[c:9]([C:12]([F:13])([F:14])[F:15])[c:10]2[cH:11]1.[CH3:29][CH2:30][O:31][CH2:32][CH3:33].[O:24]=[CH:25][N:26]([CH3:27])[CH3:28].[OH2:23]>>[CH2:1]([CH3:2])[c:3]1[n:4]([CH2:19][CH:20]2[CH2:21][CH2:22]2)[c:5]2[cH:6][cH:7][c:8]([C:16]#[N:17])[c:9]([C:12]([F:13])([F:14])[F:15])[c:10]2[cH:11]1.